Dataset: the Open Reaction Database (ORD), a public repository of structured organic reaction records. Task: describe an organic reaction: reactants, conditions, products, and yield The reactants are CC=1N=C(SC1)NC(=O)C1=NC(=CC(=C1)B1OC(C(O1)(C)C)(C)C)C (6-Methyl-4-(4,4,5,5-tetramethyl-[1,3,2]dioxaborolan-2-yl)-pyridine-2-carboxylic acid (4-methyl-thiazol-2-yl)-amide), FC1=NC=CC(=C1)Br (2-Fluoro-4-bromopyridine). Yields the product CC=1N=C(SC1)NC(=O)C1=NC(=CC(=C1)C1=CC(=NC=C1)F)C (2′-Fluoro-6-methyl-[4,4′]bipyridinyl-2-carboxylic acid (4-methyl-thiazol-2-yl)-amide). Reaction SMILES: [CH3:1][C:2]1[N:3]=[C:4]([NH:7][C:8]([C:10]2[CH:15]=[C:14](B3OC(C)(C)C(C)(C)O3)[CH:13]=[C:12]([CH3:25])[N:11]=2)=[O:9])[S:5][CH:6]=1.[F:26][C:27]1[CH:32]=[C:31](Br)[CH:30]=[CH:29][N:28]=1>>[CH3:1][C:2]1[N:3]=[C:4]([NH:7][C:8]([C:10]2[CH:15]=[C:14]([C:31]3[CH:30]=[CH:29][N:28]=[C:27]([F:26])[CH:32]=3)[CH:13]=[C:12]([CH3:25])[N:11]=2)=[O:9])[S:5][CH:6]=1. Procedure: The title compound, was prepared from 6-Methyl-4-(4,4,5,5-tetramethyl-[1,3,2]dioxaborolan-2-yl)-pyridine-2-carboxylic acid (4-methyl-thiazol-2-yl)-amide in accordance with the general method of example 131, step 2 using 2-Fluoro-4-bromopyridine instead of 3-Trifluoromethyl-5-bromopyridine to yield the final compound as a white solid, MS (ISP): m/e=329.1 (M+H)+. Starting materials: COC1=C(C=O)C=CC=C1 (2-methoxybenzaldehyde), NC1=NNC=C1 (3-aminopyrazole), O=C(CC(=O)OCC)CCCC (ethyl 3-ketoheptanoate). Yields the product C(CCC)C1=C(C(C=2C(N1)=NNC2)C2=C(C=CC=C2)OC)C(=O)OCC (Ethyl 6-butyl-4,7-dihydro-4-(2-methoxyphenyl)-2H-pyrazolo[3,4-b]pyridine-5-carboxylate). Reaction SMILES: [CH3:1][O:2][C:3]1[CH:10]=[CH:9][CH:8]=[CH:7][C:4]=1[CH:5]=O.[NH2:11][C:12]1[CH:16]=[CH:15][NH:14][N:13]=1.O=[C:18]([CH2:25][CH2:26][CH2:27][CH3:28])[CH2:19][C:20]([O:22][CH2:23][CH3:24])=[O:21]>>[CH2:25]([C:18]1[NH:11][C:12]2=[N:13][NH:14][CH:15]=[C:16]2[CH:5]([C:4]2[CH:7]=[CH:8][CH:9]=[CH:10][C:3]=2[O:2][CH3:1])[C:19]=1[C:20]([O:22][CH2:23][CH3:24])=[O:21])[CH2:26][CH2:27][CH3:28]. Procedure details: The title compound was prepared from 2-methoxybenzaldehyde, 3-aminopyrazole and ethyl 3-ketoheptanoate in the same manner as in Example 1. Starting materials: BrBr, CC(=O)O, CCCCc1c(C)ncnc1-c1ccccc1. Yields the product CCCCc1c(CBr)ncnc1-c1ccccc1. RXN SMILES: [Br:18][Br:19].[C:20]([OH:21])(=[O:22])[CH3:23].[CH2:1]([CH2:2][CH2:3][CH3:4])[c:5]1[c:6]([CH3:17])[n:7][cH:8][n:9][c:10]1-[c:11]1[cH:12][cH:13][cH:14][cH:15][cH:16]1>>[CH2:1]([CH2:2][CH2:3][CH3:4])[c:5]1[c:6]([CH2:17][Br:18])[n:7][cH:8][n:9][c:10]1-[c:11]1[cH:12][cH:13][cH:14][cH:15][cH:16]1. Reactants: [H-].C(C(C)C)[Al+]CC(C)C (Diisobutylaluminium hydride), C(C)OC(C1=CC(=NC(=C1)Cl)Cl)=O (ethyl-2,6-dichloroisonicotinate), Cl (hydrochloric acid). Solvent: ClCCl (dichloromethane). Reaction conditions: time 2 hour. Product: ClC1=NC(=CC(=C1)CO)Cl (2,6-dichloro-4-hydroxymethylpyridine). RXN SMILES: C([O:3][C:4](=O)[C:5]1[CH:10]=[C:9]([Cl:11])[N:8]=[C:7]([Cl:12])[CH:6]=1)C.[H-].C([Al+]CC(C)C)C(C)C.Cl>ClCCl>[Cl:12][C:7]1[CH:6]=[C:5]([CH2:4][OH:3])[CH:10]=[C:9]([Cl:11])[N:8]=1 |f:1.2|. Reported procedure: The above ester was dissolved in dichloromethane (60 ml) and cooled to -20° under nitrogen. Diisobutylaluminium hydride (38 ml) was added dropwise. After 2 hours at 0°, dilute hydrochloric acid was carefully added and the mixture worked up in the usual manner to give 2,6-dichloro-4-hydroxymethylpyridine. NMR 1H: 7.64(2H,s), 4.98(2H,s).